Dataset: the Open Reaction Database (ORD), a public repository of structured organic reaction records. Task: describe an organic reaction: reactants, conditions, products, and yield The reactants are N1=C(NC2=C1C=CC=C2)S(=O)CC(=O)O (benzimidazol-2-ylsulfinylacetic acid), NC1[C@@H]2N(C(=C(CS2)CSC2=NN=C(S2)C)C(=O)O)C1=O (7-amino-3-(2-methyl-1,3,4-thiadiazol-5-ylthiomethyl)-3-cephem-4-carboxylic acid). Product: N1=C(NC2=C1C=CC=C2)S(=O)CC(=O)NC2[C@@H]1N(C(=C(CS1)CSC1=NN=C(S1)C)C(=O)O)C2=O (7-(benzimidazol-2-ylsulfinylacetamido)-3-(2-methyl-1,3,4-thiadiazol-5-ylthiomethyl)-3-cephem-4-carboxylic acid). Reaction SMILES: [N:1]1[C:5]2[CH:6]=[CH:7][CH:8]=[CH:9][C:4]=2[NH:3][C:2]=1[S:10]([CH2:12][C:13]([OH:15])=O)=[O:11].[NH2:16][CH:17]1[C:35](=[O:36])[N:19]2[C:20]([C:32]([OH:34])=[O:33])=[C:21]([CH2:24][S:25][C:26]3[S:30][C:29]([CH3:31])=[N:28][N:27]=3)[CH2:22][S:23][C@H:18]12>>[N:3]1[C:4]2[CH:9]=[CH:8][CH:7]=[CH:6][C:5]=2[NH:1][C:2]=1[S:10]([CH2:12][C:13]([NH:16][CH:17]1[C:35](=[O:36])[N:19]2[C:20]([C:32]([OH:34])=[O:33])=[C:21]([CH2:24][S:25][C:26]3[S:30][C:29]([CH3:31])=[N:28][N:27]=3)[CH2:22][S:23][C@H:18]12)=[O:15])=[O:11]. Reported procedure: 448 mg. of benzimidazol-2-ylsulfinylacetic acid and 7-amino-3-(2-methyl-1,3,4-thiadiazol-5-ylthiomethyl)-3-cephem-4-carboxylic acid were reacted in the same manner as described in Example 28 and 161 mg. of 7-(benzimidazol-2-ylsulfinylacetamido)-3-(2-methyl-1,3,4-thiadiazol-5-ylthiomethyl)-3-cephem-4-carboxylic acid were obtained. Starting materials: N1CCCC1 (pyrrolidine), C(=O)C1=CC=C(OC=2C=C(C(=O)O)C=CC2)C=C1 (3-(4-formyl-phenoxy)-benzoic acid), CN(C)C(=[N+](C)C)ON1C2=C(C=CC=C2)N=N1.[B-](F)(F)(F)F (TBTU), CCN(C(C)C)C(C)C (DIPEA). Solvent: CN(C)C=O (DMF). Reaction conditions: time 5 minute. Product: N1(CCCC1)C(=O)C=1C=C(OC2=CC=C(C=O)C=C2)C=CC1 (4-[3-(pyrrolidine-1-carbonyl)-phenoxy]-benzaldehyde). As a reaction SMILES: [CH:1]([C:3]1[CH:18]=[CH:17][C:6]([O:7][C:8]2[CH:9]=[C:10]([CH:14]=[CH:15][CH:16]=2)[C:11]([OH:13])=O)=[CH:5][CH:4]=1)=[O:2].CC[N:21]([CH:25]([CH3:27])C)[CH:22]([CH3:24])C.CN(C(ON1N=NC2C=CC=CC1=2)=[N+](C)C)C.[B-](F)(F)(F)F.N1CCCC1>CN(C=O)C>[N:21]1([C:11]([C:10]2[CH:9]=[C:8]([CH:16]=[CH:15][CH:14]=2)[O:7][C:6]2[CH:5]=[CH:4][C:3]([CH:1]=[O:2])=[CH:18][CH:17]=2)=[O:13])[CH2:22][CH2:24][CH2:27][CH2:25]1 |f:2.3|. Procedure details: 1 g (4.1 mmol) of 3-(4-formyl-phenoxy)-benzoic acid were dissolved in 25 ml DMF and combined with 0.86 ml (4.95 mmol) of DIPEA and 1.32 g (4.1 mmol) of TBTU, stirred for 5 min at ambient temperature and then 0.29 g (4.1 mmol) of pyrrolidine were added. The mixture was stirred at ambient temperature, filtered through basic Alox, concentrated by rotary evaporation and purified by chromatography (silica gel column, dichloromethane with gradient of 0-10% methanol). Starting materials: C(C1=CC=CC=C1)(=O)O[C@H]1C[C@@](O[C@@H](C1)CC)([C@H]1N(C(SC1)=O)CC1=CC=C(C=C1)OC)OC ((2R,4R,6R)-6-ethyl-2-methoxy-2-((R)-3-(4-methoxybenzyl)-2-oxothiazolidin-4-yl)-tetrahydro-2H-pyran-4-yl benzoate), CO[C@]1(O[C@@H]2CCC\C=C/CC\C(=C/C(O[C@@H](C1)C2)=O)\C)[C@H]2N(C(SC2)=O)CC2=CC=C(C=C2)OC ((R)-4-((1R,4Z,8Z,13R,15R)-15-methoxy-5-methyl-3-oxo-2,14-dioxa-bicyclo[11.3.1]heptadeca-4,8-dien-15-yl)-3-(4-methoxybenzyl)thiazolidin-2-one). The product is C(C1=CC=CC=C1)(=O)O[C@H]1C[C@@](O[C@@H](C1)CC)([C@H]1NC(SC1)=O)O ((2R,4R,6R)-6-Ethyl-2-hydroxy-2-((R)-2-oxothiazolidin-4-yl)-tetrahydro-2H-pyran-4-yl Benzoate). Reaction SMILES: [C:1]([O:9][C@@H:10]1[CH2:15][C@@H:14]([CH2:16][CH3:17])[O:13][C@@:12]([O:33]C)([C@@H:18]2[CH2:22][S:21][C:20](=[O:23])[N:19]2CC2C=CC(OC)=CC=2)[CH2:11]1)(=[O:8])[C:2]1[CH:7]=[CH:6][CH:5]=[CH:4][CH:3]=1.CO[C@]1([C@@H]2CSC(=O)N2CC2C=CC(OC)=CC=2)C[C@H]2C[C@@H](CCCC=CCCC(C)=CC(=O)O2)O1>>[C:1]([O:9][C@@H:10]1[CH2:15][C@@H:14]([CH2:16][CH3:17])[O:13][C@@:12]([OH:33])([C@@H:18]2[CH2:22][S:21][C:20](=[O:23])[NH:19]2)[CH2:11]1)(=[O:8])[C:2]1[CH:3]=[CH:4][CH:5]=[CH:6][CH:7]=1. Procedure: Application of the method shown in Example 46, with the modification that (2R,4R,6R)-6-ethyl-2-methoxy-2-((R)-3-(4-methoxybenzyl)-2-oxothiazolidin-4-yl)-tetrahydro-2H-pyran-4-yl benzoate was substituted for (R)-4-((1R,4Z,8Z,13R,15R)-15-methoxy-5-methyl-3-oxo-2,14-dioxa-bicyclo[11.3.1]heptadeca-4,8-dien-15-yl)-3-(4-methoxybenzyl)thiazolidin-2-one, afforded the title compound. Reactants: O=C(O)c1ccc[n+]([O-])c1, CC1CCCN(Cc2cccc(OCCCN)c2)C1, CC#N. Product: CC1CCCN(Cc2cccc(OCCCNC(=O)c3ccc[n+]([O-])c3)c2)C1. As a reaction SMILES: [C:20]([c:21]1[cH:22][n+:23]([O-:27])[cH:24][cH:25][cH:26]1)(=[O:28])[OH:29].[CH3:1][CH:2]1[CH2:3][N:4]([CH2:8][c:9]2[cH:10][c:11]([O:12][CH2:13][CH2:14][CH2:15][NH2:16])[cH:17][cH:18][cH:19]2)[CH2:5][CH2:6][CH2:7]1.[CH3:30][C:31]#[N:32]>>[CH3:1][CH:2]1[CH2:3][N:4]([CH2:8][c:9]2[cH:10][c:11]([O:12][CH2:13][CH2:14][CH2:15][NH:16][C:20]([c:21]3[cH:22][n+:23]([O-:27])[cH:24][cH:25][cH:26]3)=[O:28])[cH:17][cH:18][cH:19]2)[CH2:5][CH2:6][CH2:7]1. Reactants: C(C)(C)(C)[Si](O[C@@H]1C=C[C@@H](C1)O)(C)C ((−)-(1R,4S)-4-(tert-butyl-dimethyl-silanyloxy)-cyclopent-2-enol). The reagents and catalysts are C1=CC=C(C=C1)P(C2=CC=CC=C2)C3=CC=CC=C3.C1=CC=C(C=C1)P(C2=CC=CC=C2)C3=CC=CC=C3.C1=CC=C(C=C1)P(C2=CC=CC=C2)C3=CC=CC=C3.[Cl-].[Rh] (Wilkinson's catalyst). The solvent is C1(=CC=CC=C1)C (toluene). Product: C(C)(C)(C)[Si](O[C@H]1C[C@H](CC1)O)(C)C ((−)-(1S,3R)-3-(tert-butyl-dimethyl-silanyloxy)-cyclopentanol). RXN SMILES: [C:1]([Si:5]([CH3:14])([CH3:13])[O:6][C@H:7]1[CH2:11][C@@H:10]([OH:12])[CH:9]=[CH:8]1)([CH3:4])([CH3:3])[CH3:2]>C1C=CC(P(C2C=CC=CC=2)C2C=CC=CC=2)=CC=1.C1C=CC(P(C2C=CC=CC=2)C2C=CC=CC=2)=CC=1.C1C=CC(P(C2C=CC=CC=2)C2C=CC=CC=2)=CC=1.[Cl-].[Rh].C1(C)C=CC=CC=1>[C:1]([Si:5]([CH3:14])([CH3:13])[O:6][C@@H:7]1[CH2:8][CH2:9][C@H:10]([OH:12])[CH2:11]1)([CH3:4])([CH3:3])[CH3:2] |f:1.2.3.4.5|. Procedure: A solution of (−)-(1R,4S)-4-(tert-butyl-dimethyl-silanyloxy)-cyclopent-2-enol (1.2 g, 5.6 mmol) (from Example 27a supra) and Wilkinson's catalyst (520 mg, 0.56 mmol) (Aldrich) in toluene (50 mL) was subjected to hydrogenation at atmospheric pressure for 16 hours. The reaction mixture was filtered and partitioned between ethyl acetate and water. The organic layer was collected, dried over sodium sulfate, filtered and concentrated. The resulting residue was purified by chromatography on a silica g... Reactants: C[Si](C)(C)C#C (trimethylsilylacetylene), C(CC)N (n-propyl amine), Tetrakistriphenylphosphine, Cl\C=C/C#C[Si](C)(C)C(C)(C)C ((Z)-1-chloro-4-(tert-butyldimethylsilyl)-1-buten-3-yne). Reagents/catalysts: [Cu](I)I (copper iodide). Solvent: CCOCC (ether), CCOCC (ether). Run at temperature 23 celsius, time 10 minute. Product: [Si](C)(C)(C(C)(C)C)C#C\C=C/C#C[Si](C)(C)C ((Z)-1-(tert-butyl-dimethylsilyl)-6-trimethylsilyl-3-hexen-1,5-diyne). The yield is 90.7%. Reaction SMILES: Cl/[CH:2]=[CH:3]\[C:4]#[C:5][Si:6]([C:9]([CH3:12])([CH3:11])[CH3:10])([CH3:8])[CH3:7].[CH3:13][Si:14]([C:17]#[CH:18])([CH3:16])[CH3:15].C(N)CC>CCOCC.[Cu](I)I>[Si:6]([C:5]#[C:4]/[CH:3]=[CH:2]\[C:18]#[C:17][Si:14]([CH3:16])([CH3:15])[CH3:13])([C:9]([CH3:12])([CH3:11])[CH3:10])([CH3:8])[CH3:7]. Reported procedure: Tetrakistriphenylphosphine (4.75 g, 4.10 mmol, 0.48 equiv) was added to a solution of (Z)-1-chloro-4-(tert-butyldimethylsilyl)-1-buten-3-yne (17.2 g, 85.7 mmol, 1 equiv) in ether (160 mL) at -78° C. The resulting suspension was deoxygenated by alternately evacuating the reaction vessel and flushing with argon (5×), then was warmed to 23° C. In another flask, copper iodide (2.45 g, 12.8 mmol, 0.15 equiv) was added to a solution of trimethylsilylacetylene (17.0 mL, 120 mmol, 1.40 equiv) and n-prop... The reactants are NC1=C(C=CC=C1)O (o-aminophenol), [Cl-].[Li+] (lithium chloride), O (water), C(C1=CC(C(=O)Cl)=CC=C1)(=O)Cl (isophthaloyl chloride). Solvent: CN1CCCC1=O (NMP). Reaction conditions: time 8 hour. Yields the product OC1=C(C=CC=C1)NC(C1=CC(C(=O)NC2=C(C=CC=C2)O)=CC=C1)=O (N,N′-di(2-hydroxyphenyl)isophthalamide). RXN SMILES: [NH2:1][C:2]1[CH:7]=[CH:6][CH:5]=[CH:4][C:3]=1[OH:8].[Cl-].[Li+].[C:11](Cl)(=[O:21])[C:12]1[CH:20]=[CH:19][CH:18]=[C:14]([C:15](Cl)=[O:16])[CH:13]=1.[OH2:23]>CN1C(=O)CCC1>[OH:8][C:3]1[CH:4]=[CH:5][CH:6]=[CH:7][C:2]=1[NH:1][C:11](=[O:21])[C:12]1[CH:20]=[CH:19][CH:18]=[C:14]([C:15]([NH:1][C:2]2[CH:7]=[CH:6][CH:5]=[CH:4][C:3]=2[OH:23])=[O:16])[CH:13]=1 |f:1.2|. Reported procedure: In 260 mL of NMP were dissolved 27.548 g of o-aminophenol and 11.484 g of lithium chloride. To the solution was added 25 g of isophthaloyl chloride under ice-cooling, and the solution was further stirred at room temperature overnight. The reaction mixture was then poured into water, and the precipitation was filtered and washed with water. The obtained precipitation was dissolved in 500 mL of tetrahydrofuran again and dried over magnesium sulfate. The solvent was then evaporated off under a redu... The reactants are BrC=1C(=C(N)C=CC1)C (3-bromo-2-methylaniline), N1C(=NC=C1)C(=O)O (1H-imidazole-2-carboxylic acid), C1=CC2=C(N=C1)N(N=N2)O (HOAT), CCN(C(C)C)C(C)C (DIEA), N1C(=NC=C1)C(=O)O (1H-imidazole-2-carboxylic acid), C1=CC2=C(N=C1)N(N=N2)O (HOAT), CCN(C(C)C)C(C)C (DIEA). Solvent: C(Cl)Cl.C1CCOC1 (DCM THF), C(CCl)Cl (EDC), C(CCl)Cl (EDC). Reaction conditions: time 8 hour. Yields the product BrC=1C(=C(C=CC1)NC(=O)C=1NC=CN1)C (N-(3-bromo-2-methylphenyl)-1H-imidazole-2-carboxamide). RXN SMILES: [Br:1][C:2]1[C:3]([CH3:9])=[C:4]([CH:6]=[CH:7][CH:8]=1)[NH2:5].[NH:10]1[CH:14]=[CH:13][N:12]=[C:11]1[C:15](O)=[O:16].C1C=NC2N(O)N=NC=2C=1.CCN(C(C)C)C(C)C>C(Cl)CCl.C(Cl)Cl.C1COCC1>[Br:1][C:2]1[C:3]([CH3:9])=[C:4]([NH:5][C:15]([C:11]2[NH:10][CH:14]=[CH:13][N:12]=2)=[O:16])[CH:6]=[CH:7][CH:8]=1 |f:5.6|. Procedure details: Step 1 A solution of 3-bromo-2-methylaniline (0.63 g, 3.39 mmol), 1H-imidazole-2-carboxylic acid (0.455 g, 4.06 mmol), HOAT (0.830 g, 6.10 mmol), and EDC (1.298 g, 6.77 mmol) in 2:1 DCM-THF (100 mL) was treated with DIEA (1.774 mL, 10.16 mmol) and stirred at rt overnight. Additional 1H-imidazole-2-carboxylic acid (0.6 eq, 0.228 g), EDC (0.64 g), HOAT (0.41 g), and DIEA (0.8 mL) were added and the mixture was stirred at rt for 6 days. The mixture was partitioned between NaHCO3 (aq) and DCM, and t...